This data is from the Open Reaction Database (ORD), a public repository of structured organic reaction records. The task is: describe an organic reaction: reactants, conditions, products, and yield Starting materials: FC(CN=C(NC1=NC(=NC=C1)S(=O)(=O)C)N)(F)F (4-[2-(2,2,2-Trifluoroethyl)guanidino]-2-methylsulphonylpyrimidine), NCCCO (3-aminopropanol), [H-].[Na+] (sodium hydride). Solvent: C(C)(C)(C)O (t-butanol). Run at time 2 hour. Product: FC(CN=C(NC1=NC(=NC=C1)OCCCN)N)(F)F (4-[2-(2,2,2-trifluoroethyl)guanidino]-2-(3-aminopropyloxy)pyrimidine). Isolated yield 47.5%. Reaction SMILES: [F:1][C:2]([F:19])([F:18])[CH2:3][N:4]=[C:5]([NH2:17])[NH:6][C:7]1[CH:12]=[CH:11][N:10]=[C:9](S(C)(=O)=O)[N:8]=1.[NH2:20][CH2:21][CH2:22][CH2:23][OH:24].[H-].[Na+]>C(O)(C)(C)C>[F:1][C:2]([F:19])([F:18])[CH2:3][N:4]=[C:5]([NH2:17])[NH:6][C:7]1[CH:12]=[CH:11][N:10]=[C:9]([O:24][CH2:23][CH2:22][CH2:21][NH2:20])[N:8]=1 |f:2.3|. Reported procedure: 4-[2-(2,2,2-Trifluoroethyl)guanidino]-2-methylsulphonylpyrimidine (0.15 g.) was added to a mixture of 3-aminopropanol (0.075 g.), t-butanol (5 ml.) and a 50% w/w dispersion of sodium hydride in mineral oil (0.05 g.) which was stirred under an argon atmosphere. The mixture was stirred at room temperature for 2 hours, heated under reflux for 4 hours and then evaporated to dryness. The residue was partitioned between 2N aqueous acetic acid and ether, and the aqueous phase basified with 17N NaOH and... Reactants: Cl(=O)(=O)(=O)O (Perchloric acid), C(C)(=O)NNC(C1=CC=CC=C1)=O (1-acetyl-2-benzoyl hydrazine). The solvent is C(C)(=O)OC(C)=O (acetic anhydride). Conditions: time 1 hour. Yields the product CC=1OC(=NN1)C1=CC=CC=C1 (2-methyl-5-phenyl-1,3,4-oxadiazole). The yield is 32.3%. Reaction SMILES: Cl(O)(=O)(=O)=O.[C:6]([NH:9][NH:10][C:11](=[O:18])[C:12]1[CH:17]=[CH:16][CH:15]=[CH:14][CH:13]=1)(=O)[CH3:7]>C(OC(=O)C)(=O)C>[CH3:7][C:6]1[O:18][C:11]([C:12]2[CH:13]=[CH:14][CH:15]=[CH:16][CH:17]=2)=[N:10][N:9]=1. Reported procedure: 60% Perchloric acid (12 ml) was added to a stirred suspension of 1-acetyl-2-benzoyl hydrazine (31 g, 0.174 mole) in acetic anhydride (150 ml) over 45 minutes at 5°±5° C. The solution was brought to ambient temperature over 1 hour, then filtered. The precipitate was dissolved in water (200 ml), solid sodium carbonate added to pH 9 and the product extracted with ethyl acetate. The extract was washed with water, dried over MgSO4 and concentrated to an oil. Chromatography gave 2-methyl-5-phenyl-1,3,... Reactants: CN(C(=O)OC(C)(C)C)C(Cc1ccccc1)C(=O)O, C=[N+]=[N-]. The product is COC(=O)C(Cc1ccccc1)N(C)C(=O)OC(C)(C)C. Reaction SMILES: [C:1](=[O:2])([O:3][C:4]([CH3:5])([CH3:6])[CH3:7])[N:8]([CH:9]([CH2:10][c:11]1[cH:12][cH:13][cH:14][cH:15][cH:16]1)[C:17](=[O:18])[OH:19])[CH3:20].[N+:21](=[N-:22])=[CH2:23]>>[C:1](=[O:2])([O:3][C:4]([CH3:5])([CH3:6])[CH3:7])[N:8]([CH:9]([CH2:10][c:11]1[cH:12][cH:13][cH:14][cH:15][cH:16]1)[C:17]([O:18][CH3:23])=[O:19])[CH3:20]. Starting materials: [H-].C(C(C)C)[Al+]CC(C)C (Diisobutylaluminium hydride), C(CCC)OC(=O)[C@@H]1C([C@H]1C1=CC(=CC=C1)C(F)(F)F)(C)C ((±)-n-butyl-[trans-3-(3-trifluoromethylphenyl)-2,2-dimethylcyclopropyl]-formate), Cl (hydrochloric acid). The solvent is ClCCl (dichloromethane). Run at time 18 hour. Yields the product FC(C=1C=C(C=CC1)[C@@H]1C([C@H]1CO)(C)C)(F)F ((±)-[trans-3-(3-trifluoromethylphenyl)-2,2-dimethylcyclopropyl]methanol). Isolated yield 51.1%. Reaction SMILES: C([O:5][C:6]([C@H:8]1[C@H:10]([C:11]2[CH:16]=[CH:15][CH:14]=[C:13]([C:17]([F:20])([F:19])[F:18])[CH:12]=2)[C:9]1([CH3:22])[CH3:21])=O)CCC.[H-].C([Al+]CC(C)C)C(C)C.Cl>ClCCl>[F:18][C:17]([F:19])([F:20])[C:13]1[CH:12]=[C:11]([C@H:10]2[C@H:8]([CH2:6][OH:5])[C:9]2([CH3:21])[CH3:22])[CH:16]=[CH:15][CH:14]=1 |f:1.2|. Procedure details: The above ester (0.78 g) was dissolved in dichloromethane (12 ml) under nitrogen and cooled to -20°. Diisobutylaluminium hydride (7.4 ml) was added dropwise and the solution stirred at 25° for 18 hours. Careful addition of dilute hydrochloric acid was followed by work up in the usual manner to give (±)-[trans-3-(3-trifluoromethylphenyl)-2,2-dimethylcyclopropyl]methanol (0.31 g). NMR 1H: 7.5(4H,m), 3.65(2H,d), 2.55(1H,bs), 1.62(1H,d), 1.14(1H,m), 1.15(3H,s). 0.90(3H,s). Starting materials: CCN(C(C)C)C(C)C, NCc1ccc(CO)cc1, O=S(=O)(Cl)c1ccccn1. Product: O=S(=O)(NCc1ccc(CO)cc1)c1ccccn1. RXN SMILES: [CH:11]([N:12]([CH2:13][CH3:14])[CH:15]([CH3:16])[CH3:17])([CH3:18])[CH3:19].[NH2:1][CH2:2][c:3]1[cH:4][cH:5][c:6]([CH2:9][OH:10])[cH:7][cH:8]1.[n:20]1[c:21]([S:26](=[O:27])(=[O:28])[Cl:29])[cH:22][cH:23][cH:24][cH:25]1>>[NH:1]([CH2:2][c:3]1[cH:4][cH:5][c:6]([CH2:9][OH:10])[cH:7][cH:8]1)[S:26]([c:21]1[n:20][cH:25][cH:24][cH:23][cH:22]1)(=[O:27])=[O:28]. Starting materials: C(=C)C=1C(=C(C(=O)O)C=C(C1F)F)F (3-ethenyl-2,4,5-trifluorobenzoic acid), C(=O)(C=1NC=CN1)C=1NC=CN1 (carbonyl diimidazole), Cl (HCl), C(C)C(C(=O)[O-])C(=O)[O-].C(C)C(C(=O)[O-])C(=O)[O-].[Mg+2].[Mg+2] (magnesium bis(ethyl malonate)). Solvent: C1CCOC1 (THF). Reaction conditions: time 1 hour. The product is C(=C)C=1C(=C(C=C(C1F)F)C(CC(=O)OCC)=O)F (3-Ethenyl-2,4,5-trifluoro-β-oxo-benzenepropanoic acid, ethyl ester). Yield: 93.7%. RXN SMILES: [CH:1]([C:3]1[C:4]([F:14])=[C:5]([CH:9]=[C:10]([F:13])[C:11]=1[F:12])[C:6]([OH:8])=O)=[CH2:2].[C:15]([C:22]1NC=CN=1)(C1NC=CN=1)=[O:16].C([CH:29](C([O-])=O)[C:30]([O-])=[O:31])C.C(C(C([O-])=O)C([O-])=O)C.[Mg+2].[Mg+2].Cl>C1COCC1>[CH:1]([C:3]1[C:4]([F:14])=[C:5]([C:6](=[O:8])[CH2:29][C:30]([O:16][CH2:15][CH3:22])=[O:31])[CH:9]=[C:10]([F:13])[C:11]=1[F:12])=[CH2:2] |f:2.3.4.5|. Procedure: To a cooled solution (0 to 5° C.) of 3-ethenyl-2,4,5-trifluorobenzoic acid (6.0 g, 0.03 mol) in THF (100 mL) was added carbonyl diimidazole (4.9 g, 0.030 mol). The mixture was then stirred at room temperature for 1 hour, heated with magnesium bis(ethyl malonate) (8.7 g, 0.03 mol) and refluxed for 3 hours. The reaction was allowed to cool, treated with 3N HCl (30 mL) and stirred for 1.5 hours at room temperature. The reaction was partitioned between ether and water. The organic layer was dried an...